Dataset: the Open Reaction Database (ORD), a public repository of structured organic reaction records. Task: describe an organic reaction: reactants, conditions, products, and yield The reactants are [BH3-]C#N, CCOC(=O)C(=O)CCCCCCC1CCN(C(=O)OCc2ccccc2)CC1, CC(=O)O, CCO, CC(C)(C)OC(=O)CN1C(=O)C(N)COc2ccccc21, [Na+]. The product is CCOC(=O)C(CCCCCCC1CCN(C(=O)OCc2ccccc2)CC1)NC1COc2ccccc2N(CC(=O)OC(C)(C)C)C1=O. As a reaction SMILES: [C:55]([BH3-:56])#[N:57].[CH2:26]([c:27]1[cH:28][cH:29][cH:30][cH:31][cH:32]1)[O:33][C:34](=[O:35])[N:36]1[CH2:37][CH2:38][CH:39]([CH2:42][CH2:43][CH2:44][CH2:45][CH2:46][CH2:47][C:48]([C:49](=[O:50])[O:51][CH2:52][CH3:53])=[O:54])[CH2:40][CH2:41]1.[CH3:22][C:23](=[O:24])[OH:25].[CH3:59][CH2:60][OH:61].[NH2:1][CH:2]1[CH2:3][O:4][c:5]2[c:6]([cH:18][cH:19][cH:20][cH:21]2)[N:7]([CH2:10][C:11](=[O:12])[O:13][C:14]([CH3:15])([CH3:16])[CH3:17])[C:8]1=[O:9].[Na+:58]>>[NH:1]([CH:2]1[CH2:3][O:4][c:5]2[c:6]([cH:18][cH:19][cH:20][cH:21]2)[N:7]([CH2:10][C:11](=[O:12])[O:13][C:14]([CH3:15])([CH3:16])[CH3:17])[C:8]1=[O:9])[CH:48]([CH2:47][CH2:46][CH2:45][CH2:44][CH2:43][CH2:42][CH:39]1[CH2:38][CH2:37][N:36]([C:34]([O:33][CH2:26][c:27]2[cH:28][cH:29][cH:30][cH:31][cH:32]2)=[O:35])[CH2:41][CH2:40]1)[C:49](=[O:50])[O:51][CH2:52][CH3:53]. Starting materials: C(C)N(C(=O)C(C(=O)OCC)(CC)CC)CC (ethyl 2-(N,N-diethylcarbamoyl)-2-ethylbutyrate), CC(=O)OC(=O)C (Ac2O), [H-].[H-].[H-].[H-].[Li+].[Al+3] (LiAlH4), O (H2O), [H-].[H-].[H-].[H-].[Li+].[Al+3] (LiAlH4). The solvent is C(Cl)(Cl)Cl (CHCl3), C1CCOC1 (THF), C1CCOC1 (THF). Reaction conditions: time 12 minute. Product: C(C)N(CC(CO)(CC)CC)CC (3-diethylamino-2,2-diethylpropanol). Yield: 48.9%. Reaction SMILES: [H-].[H-].[H-].[H-].[Li+].[Al+3].[CH2:7]([N:9]([CH2:22][CH3:23])[C:10]([C:12]([CH2:20][CH3:21])([CH2:18][CH3:19])[C:13](OCC)=[O:14])=O)[CH3:8].CC(OC(C)=O)=O.O>C1COCC1.C(Cl)(Cl)Cl>[CH2:22]([N:9]([CH2:7][CH3:8])[CH2:10][C:12]([CH2:20][CH3:21])([CH2:18][CH3:19])[CH2:13][OH:14])[CH3:23] |f:0.1.2.3.4.5|. Procedure: To THF (300 ml.) is added LiAlH4 (1.2 g), the mixture is refluxed for 20 min, and an additional quantity of LiAlH4 (15.8 g., 0.42 mole) is added in two portions at 5°-21° over 1 min with mechanical stirring. The mixture is cooled to 5° and a solution of ethyl 2-(N,N-diethylcarbamoyl)-2-ethylbutyrate (29 g., 0.12 mole) in THF (80 ml.) is added at 5°-11° in 5 min. The temperature (exothermic) is allowed to rise to 60° over 12 min, is maintained at 49°-53° for 7 min, is heated gradually to reflux o...